This data is from the Open Reaction Database (ORD), a public repository of structured organic reaction records. The task is: describe an organic reaction: reactants, conditions, products, and yield Reactants: C[C@](C(=O)NOC1OCCCC1)(CCN1C(C=C(C=C1)C1=CC=C(C=C1)C1CCOCC1)=O)S(=O)(=O)C ((2R)-2-methyl-2-(methylsulfonyl)-4-{2-oxo-4-[4-(tetrahydro-2H-pyran-4-yl)phenyl]pyridin-1(2H)-yl}-N-(tetrahydro-2H-pyran-2-yloxy)butanamide), Cl (hydrochloric acid). The solvent is CC(C)O (2-propanol). Run at time 1 hour. The product is ONC([C@@](CCN1C(C=C(C=C1)C1=CC=C(C=C1)C1CCOCC1)=O)(S(=O)(=O)C)C)=O ((2R)—N-hydroxy-2-methyl-2-(methylsulfonyl)-4-{2-oxo-4-[4-(tetrahydro-2H-pyran-4-yl)phenyl]pyridin-1 (2H)-yl}butanamide). As a reaction SMILES: [CH3:1][C@@:2]([S:34]([CH3:37])(=[O:36])=[O:35])([CH2:13][CH2:14][N:15]1[CH:20]=[CH:19][C:18]([C:21]2[CH:26]=[CH:25][C:24]([CH:27]3[CH2:32][CH2:31][O:30][CH2:29][CH2:28]3)=[CH:23][CH:22]=2)=[CH:17][C:16]1=[O:33])[C:3]([NH:5][O:6]C1CCCCO1)=[O:4].Cl>CC(O)C>[OH:6][NH:5][C:3](=[O:4])[C@:2]([CH3:1])([S:34]([CH3:37])(=[O:36])=[O:35])[CH2:13][CH2:14][N:15]1[CH:20]=[CH:19][C:18]([C:21]2[CH:22]=[CH:23][C:24]([CH:27]3[CH2:28][CH2:29][O:30][CH2:31][CH2:32]3)=[CH:25][CH:26]=2)=[CH:17][C:16]1=[O:33]. Procedure: To a solution of (2R)-2-methyl-2-(methylsulfonyl)-4-{2-oxo-4-[4-(tetrahydro-2H-pyran-4-yl)phenyl]pyridin-1(2H)-yl}-N-(tetrahydro-2H-pyran-2-yloxy)butanamide (82 mg, 0.15 mmol) in 2-propanol (1.5 mL) was added 1.0 N hydrochloric acid (0.77 mL). The solution was stirred for 1 h. The reaction was concentrated, the residue was triturated with 2-propanol as a white suspension at 50° C. for 30 minutes. A white solid was collected by filtration (75%). LCMS m/z 449.0 (M+1). 1H NMR (400 MHz, DMSO-d6) δ p... The reactants are [N+](=O)([O-])C=1C=C(C=CC1)C(N[C@@H](C)C1=CC=CC=C1)C1=CC=NC=C1 (N-[(3-nitrophenyl)-4-pyridylmethyl]-[(S)-1-phenylethyl]amine), [BH4-].[Na+] (sodium borohydride). Reagents/catalysts: O.O.O.O.O.O.[Ni](Cl)Cl (nickel chloride hexahydrate). Yields the product C1(=CC=CC=C1)[C@H](C)NC(C=1C=C(C=CC1)N)C1=CC=NC=C1 (3-{[(S)-1-Phenylethylamino]-4-pyridylmethyl}phenylamine). Yield: 74.8%. As a reaction SMILES: [N+:1]([C:4]1[CH:5]=[C:6]([CH:10]([C:20]2[CH:25]=[CH:24][N:23]=[CH:22][CH:21]=2)[NH:11][C@H:12]([C:14]2[CH:19]=[CH:18][CH:17]=[CH:16][CH:15]=2)[CH3:13])[CH:7]=[CH:8][CH:9]=1)([O-])=O.[BH4-].[Na+]>O.O.O.O.O.O.[Ni](Cl)Cl>[C:14]1([C@@H:12]([NH:11][CH:10]([C:20]2[CH:25]=[CH:24][N:23]=[CH:22][CH:21]=2)[C:6]2[CH:5]=[C:4]([NH2:1])[CH:9]=[CH:8][CH:7]=2)[CH3:13])[CH:19]=[CH:18][CH:17]=[CH:16][CH:15]=1 |f:1.2,3.4.5.6.7.8.9|. Procedure: In a similar manner to that described in Example (1b), isomer B of N-[(3-nitrophenyl)-4-pyridylmethyl]-[(S)-1-phenylethyl]amine (1.02 g), nickel chloride hexahydrate (1.47 g) and sodium borohydride (470 mg) were reacted, to afford isomer B of the title compound (694 mg) as a pale yellow oil. The reactants are CC(=O)[O-], CO, [NH4+], COC(=O)C(=CO)c1c(C(=O)OC)ccn1C. Product: COC(=O)C(=CN)c1c(C(=O)OC)ccn1C. As a reaction SMILES: [CH3:19][C:20](=[O:21])[O-:22].[CH3:23][OH:24].[NH4+:18].[OH:1][CH:2]=[C:3]([C:4](=[O:5])[O:6][CH3:7])[c:8]1[n:9]([CH3:17])[cH:10][cH:11][c:12]1[C:13](=[O:14])[O:15][CH3:16]>>[CH:2](=[C:3]([C:4](=[O:5])[O:6][CH3:7])[c:8]1[n:9]([CH3:17])[cH:10][cH:11][c:12]1[C:13](=[O:14])[O:15][CH3:16])[NH2:18].